The task is: describe an organic reaction: reactants, conditions, products, and yield. This data is from the Open Reaction Database (ORD), a public repository of structured organic reaction records. Starting materials: CS(C)=O, FC(F)C(F)(F)Oc1cccc(Nc2nccc(-c3ccnc(Cl)c3)n2)c1, NCCN. Yields the product NCCNc1cc(-c2ccnc(Nc3cccc(OC(F)(F)C(F)F)c3)n2)ccn1. RXN SMILES: [CH3:32][S:33](=[O:34])[CH3:35].[F:1][C:2]([CH:3]([F:4])[F:5])([O:6][c:7]1[cH:8][c:9]([NH:13][c:14]2[n:15][cH:16][cH:17][c:18](-[c:20]3[cH:21][c:22]([Cl:26])[n:23][cH:24][cH:25]3)[n:19]2)[cH:10][cH:11][cH:12]1)[F:27].[NH2:28][CH2:29][CH2:30][NH2:31]>>[F:1][C:2]([CH:3]([F:4])[F:5])([O:6][c:7]1[cH:8][c:9]([NH:13][c:14]2[n:15][cH:16][cH:17][c:18](-[c:20]3[cH:21][c:22]([NH:28][CH2:29][CH2:30][NH2:31])[n:23][cH:24][cH:25]3)[n:19]2)[cH:10][cH:11][cH:12]1)[F:27]. The reactants are FC1=CC=C(C=C1)N1C=CC2=CC(=CC=C12)C=1N=NNC1 (1-(4-fluorophenyl)-5-triazol-4-yl-1H-indole), IC (iodomethane), C([O-])([O-])=O.[K+].[K+] (potassium carbonate). Solvent: CC(=O)C (acetone). Yields the product FC1=CC=C(C=C1)N1C=CC2=CC(=CC=C12)C1=NN(N=C1)C (1-(4-fluorophenyl)-5-(2-methyltriazol-4-yl)-1H-indole). Reaction SMILES: [F:1][C:2]1[CH:7]=[CH:6][C:5]([N:8]2[C:16]3[C:11](=[CH:12][C:13]([C:17]4[N:18]=[N:19][NH:20][CH:21]=4)=[CH:14][CH:15]=3)[CH:10]=[CH:9]2)=[CH:4][CH:3]=1.IC.[C:24](=O)([O-])[O-].[K+].[K+]>CC(C)=O>[F:1][C:2]1[CH:3]=[CH:4][C:5]([N:8]2[C:16]3[C:11](=[CH:12][C:13]([C:17]4[CH:21]=[N:20][N:19]([CH3:24])[N:18]=4)=[CH:14][CH:15]=3)[CH:10]=[CH:9]2)=[CH:6][CH:7]=1 |f:2.3.4|. Procedure details: A mixture of 1-(4-fluorophenyl)-5-triazol-4-yl-1H-indole (6.0 g), iodomethane (6.7 mL), potassium carbonate (6.0 g) and acetone (100 mL) was boiled under weak reflux for 18 hours. The reaction mixture was filtered and the volatile solvents evaporated in vacuo. The mixture of 1-methyl- and 2-methyl-substituted triazoles was separated by column chromatography on silica gel (ethyl acetate/heptane 1:1). Evaporation of the fastest eluting fractions in vacuo afforded pure 1-(4-fluorophenyl)-5-(2-methy... Reactants: CS(=O)(=O)OCCCOC=1C(=CC2=C(C(=C(C(O2)=O)C)C)C1)OC (6-[3-(methanesulfonyloxy)propoxy]-7-methoxy-3,4-dimethyl-2H-1-benzopyran-2-one), C1(=CC=CC=C1)C1CCNCC1 (4-phenylpiperidine), C(\C=C\C(=O)[O-])(=O)[O-] (Fumarate). Solvent: C(C)(C)O (isopropanol), C(C)O (ethanol), CO (methanol), C(C)O (ethanol). Reaction SMILES: CS(O[CH2:6][CH2:7][CH2:8][O:9][C:10]1[C:11]([O:23][CH3:24])=[CH:12][C:13]2[O:18][C:17](=[O:19])[C:16]([CH3:20])=[C:15]([CH3:21])[C:14]=2[CH:22]=1)(=O)=O.[C:25]1([CH:31]2[CH2:36][CH2:35][NH:34][CH2:33][CH2:32]2)[CH:30]=[CH:29][CH:28]=[CH:27][CH:26]=1.C([O-])(=O)/C=C/C([O-])=O>CO.C(O)C.C(O)(C)C>[CH3:24][O:23][C:11]1[C:10]([O:9][CH2:8][CH2:7][CH2:6][N:34]2[CH2:35][CH2:36][CH:31]([C:25]3[CH:30]=[CH:29][CH:28]=[CH:27][CH:26]=3)[CH2:32][CH2:33]2)=[CH:22][C:14]2[C:15]([CH3:21])=[C:16]([CH3:20])[C:17](=[O:19])[O:18][C:13]=2[CH:12]=1. Product: COC1=CC2=C(C(=C(C(O2)=O)C)C)C=C1OCCCN1CCC(CC1)C1=CC=CC=C1 (7-methoxy-3,4-dimethyl-6-[3-(4-phenyl-1-piperidinyl)propoxy]-2H-1-benzopyran-2-one). Reported procedure: Method A (9 h at 60° C.); starting materials: 6-[3-(methanesulfonyloxy)propoxy]-7-methoxy-3,4-dimethyl-2H-1-benzopyran-2-one (example 75) and 4-phenylpiperidine; yield 64%; fusion point 152°-153° C. (from ethanol and isopropanol). Fumarate (×0.5 C4H4O4): method E; yield 92%; fusion point 209°-210° C. (from ethanol and methanol). The yield is 64.0%. Starting materials: C(C)(=O)OC1=C(C(=O)NC2=C(C3=C(C(OC(C3)(C)C)(C)C)S2)C(=O)N)C=CC=C1 (2-(2-acetoxybenzamido)-5,5,7,7-tetramethyl-5,7-dihydro-4H-thieno[2,3-c]pyran-3-carboxamide), C([O-])([O-])=O.[K+].[K+] (potassium carbonate). Solvent: CO.O1CCOCC1 (MeOH dioxane). Reaction conditions: time 90 minute. Product: OC1=C(C(=O)NC2=C(C3=C(C(OC(C3)(C)C)(C)C)S2)C(=O)N)C=CC=C1 (2-(2-hydroxybenzamido)-5,5,7,7-tetramethyl-5,7-dihydro-4H-thieno[2,3-c]pyran-3-carboxamide). RXN SMILES: C([O:4][C:5]1[CH:29]=[CH:28][CH:27]=[CH:26][C:6]=1[C:7]([NH:9][C:10]1[S:22][C:13]2[C:14]([CH3:21])([CH3:20])[O:15][C:16]([CH3:19])([CH3:18])[CH2:17][C:12]=2[C:11]=1[C:23]([NH2:25])=[O:24])=[O:8])(=O)C.C(=O)([O-])[O-].[K+].[K+]>CO.O1CCOCC1>[OH:4][C:5]1[CH:29]=[CH:28][CH:27]=[CH:26][C:6]=1[C:7]([NH:9][C:10]1[S:22][C:13]2[C:14]([CH3:21])([CH3:20])[O:15][C:16]([CH3:18])([CH3:19])[CH2:17][C:12]=2[C:11]=1[C:23]([NH2:25])=[O:24])=[O:8] |f:1.2.3,4.5|. Procedure: To a solution of 2-(2-acetoxybenzamido)-5,5,7,7-tetramethyl-5,7-dihydro-4H-thieno[2,3-c]pyran-3-carboxamide (200 mg, 0.48 mmol) in 4 mL of MeOH/dioxane=1:1, cooled to 0° C., is added potassium carbonate (66 mg, 0.52 mmol). The reaction mixture is stirred at room temperature for 90 min, filtered off and filtrate is then acidified with 1M HCl. A precipitate is formed which is separated by filtration to afford the desired compound which is used as such. Reactants: CO (methanol), NC1=NC(=C(C=C1Cl)C(F)(F)F)Cl (2-amino-3,6-dichloro-5-trifluoromethylpyridine), [OH-].[K+] (potassium hydroxide), CO (methanol). Solvent: CN(C=O)C (dimethylformamide). Run at temperature 130 celsius, time 89 hour. Product: NC1=NC(=C(C=C1Cl)C(F)(F)F)OC (2-Amino-3-chloro-6-methoxy-5-trifluoromethylpyridine). Reaction SMILES: [NH2:1][C:2]1[C:7]([Cl:8])=[CH:6][C:5]([C:9]([F:12])([F:11])[F:10])=[C:4](Cl)[N:3]=1.[OH-:14].[K+].[CH3:16]O>CN(C)C=O>[NH2:1][C:2]1[C:7]([Cl:8])=[CH:6][C:5]([C:9]([F:12])([F:11])[F:10])=[C:4]([O:14][CH3:16])[N:3]=1 |f:1.2|. Procedure details: 6.7 g (0.029 mol) of 2-amino-3,6-dichloro-5-trifluoromethylpyridine were added to a stirred mixture of 2.4 g (0.0377 mol) of 88% potassium hydroxide powder in 10 ml of methanol and 100 ml of dimethylformamide at 20° C. in the course of 5 minutes. The reaction mixture was now stirred for 89 hours at 130° C., with HPLC monitoring, a further 5 ml of methanol being added to the reaction mixture after 40 hours. After working-up in accordance with Example I.2., 0.3 g (4.6% of theory) of the title comp...